From a dataset of the Open Reaction Database (ORD), a public repository of structured organic reaction records. describe an organic reaction: reactants, conditions, products, and yield Reactants: C(C)(C)(C)C=1C=C2C=NN(C(C2=C(C1)F)=O)C1=C(C=O)C(=CC=N1)C1=CN(C(C(=C1)NC1=NN(C=C1)C)=O)C (2-(6-tert-Butyl-8-fluoro-1-oxophthalazin-2(1H)-yl)-4-(1-methyl-5-(1-methyl-1H-pyrazol-3-ylamino)-6-oxo-1,6-dihydropyridin-3-yl)nicotinaldehyde), O (water), [OH-].[Li+] (lithium hydroxide). Solvent: C1CCOC1 (THF), CC(C)O (propan-2-ol). Reaction conditions: time 1 hour. Yields the product C(C)(C)(C)C=1C=C2C=NN(C(C2=C(C1)F)=O)C1=NC=CC(=C1CO)C1=CN(C(C(=C1)NC1=NN(C=C1)C)=O)C (6-tert-butyl-8-fluoro-2-[3-(hydroxymethyl)-4-[1-methyl-5-[(1-methylpyrazol-3-yl)amino]-6-oxo-3-pyridyl]-2-pyridyl]phthalazin-1-one). Isolated yield 20.0%. As a reaction SMILES: [C:1]([C:5]1[CH:6]=[C:7]2[C:12](=[C:13]([F:15])[CH:14]=1)[C:11](=[O:16])[N:10]([C:17]1[N:24]=[CH:23][CH:22]=[C:21]([C:25]3[CH:30]=[C:29]([NH:31][C:32]4[CH:36]=[CH:35][N:34]([CH3:37])[N:33]=4)[C:28](=[O:38])[N:27]([CH3:39])[CH:26]=3)[C:18]=1[CH:19]=[O:20])[N:9]=[CH:8]2)([CH3:4])([CH3:3])[CH3:2].O.[OH-].[Li+]>C1COCC1.CC(O)C>[C:1]([C:5]1[CH:6]=[C:7]2[C:12](=[C:13]([F:15])[CH:14]=1)[C:11](=[O:16])[N:10]([C:17]1[C:18]([CH2:19][OH:20])=[C:21]([C:25]3[CH:30]=[C:29]([NH:31][C:32]4[CH:36]=[CH:35][N:34]([CH3:37])[N:33]=4)[C:28](=[O:38])[N:27]([CH3:39])[CH:26]=3)[CH:22]=[CH:23][N:24]=1)[N:9]=[CH:8]2)([CH3:4])([CH3:2])[CH3:3] |f:2.3|. Reported procedure: To a solution of 140c (270 mg, 0.50 mmol) in THF (5 mL), propan-2-ol (5 mL), and water (2 mL) was added lithium hydroxide (36 mg, 1.5 mmol). The reaction mixture was stirred at room temperature for 1 h and concentrated under reduced pressure. The residue was diluted with dichloromethane (20 mL) and water (10 mL). The organic layer was separated and the aqueous layer was extracted with dichloromethane (3×15 mL). The combined organic layer was washed with brine and concentrated under reduced press...